Task: describe an organic reaction: reactants, conditions, products, and yield. Dataset: the Open Reaction Database (ORD), a public repository of structured organic reaction records Reactants: ClC1=C(C=C(C=C1)C(F)(F)F)[N+](=O)[O-] (4-chloro-3-nitrobenzotrifluoride), C1(=CC=CC=C1)C1=CC(=NO1)O (5-phenyl-3-hydroxyisoxazole), C([O-])([O-])=O.[K+].[K+] (potassium carbonate), CS(=O)C (dimethyl sulfoxide). The solvent is O (water). Reaction conditions: time 3 hour. The product is C1(=CC=CC=C1)C1=CC(N(O1)C1=C(C=C(C=C1)C(F)(F)F)[N+](=O)[O-])=O (5-phenyl-2-(2-nitro-4-trifluoromethylphenyl)-4-isoxazolin-3-one). Yield: 80.9%. As a reaction SMILES: Cl[C:2]1[CH:7]=[CH:6][C:5]([C:8]([F:11])([F:10])[F:9])=[CH:4][C:3]=1[N+:12]([O-:14])=[O:13].[C:15]1([C:21]2[O:25][N:24]=[C:23]([OH:26])[CH:22]=2)[CH:20]=[CH:19][CH:18]=[CH:17][CH:16]=1.C(=O)([O-])[O-].[K+].[K+].CS(C)=O>O>[C:15]1([C:21]2[O:25][N:24]([C:2]3[CH:7]=[CH:6][C:5]([C:8]([F:11])([F:10])[F:9])=[CH:4][C:3]=3[N+:12]([O-:14])=[O:13])[C:23](=[O:26])[CH:22]=2)[CH:16]=[CH:17][CH:18]=[CH:19][CH:20]=1 |f:2.3.4|. Procedure: After mixing 22.6 g of 4-chloro-3-nitrobenzotrifluoride, 19.3 g of 5-phenyl-3-hydroxyisoxazole, 16.8 g of potassium carbonate, and 150 ml of dimethyl sulfoxide, the reaction was performed for 3 hours at 70° C. After the reaction was over, the reaction mixture was cooled and poured into water. Crystals thus deposited were recovered by filtration and recrystallized from a mixture of dimethylformamide and methanol to provide 28.4 g of the desired product with a yield of 95.0%. The melting point the... Starting materials: CN(CCCOC1=CC=C(C=C1)C(C#C)O)C (3-[4-(3-dimethylaminopropoxy)-phenyl]-3-hydroxy-1-propyne), IC1=C2/C(/C(NC2=CC=C1)=O)=C/C=1NC=CC1OC ((Z)-1,3-dihydro-4-iodo-3-[(3-methoxy-1H-pyrrol-2-yl)methylene]-2H-indol-2-one), IC1=C2/C(/C(NC2=CC=C1)=O)=C/C=1NC=CC1OC ((Z)-1,3-dihydro-4-iodo-3-[(3-methoxy-1H-pyrrol-2-yl)methylene]-2H-indol-2-one). Reagents/catalysts: [Cu]I (CuI), Cl[Pd]([P](C1=CC=CC=C1)(C2=CC=CC=C2)C3=CC=CC=C3)([P](C4=CC=CC=C4)(C5=CC=CC=C5)C6=CC=CC=C6)Cl ((Ph3P)2PdCl2). The solvent is CCN(CC)CC (Et3N), CN(C)C=O (DMF). Product: CN(CCCOC1=CC=C(C=C1)C(C#CC1=C2/C(/C(NC2=CC=C1)=O)=C/C=1NC=CC1OC)O)C (rac-(Z)-1,3-dihydro-4-[3-[4-(3-dimethylaminopropoxy)-phenyl]-3-hydroxy-1-propynyl]-3-[(3-methoxy-1H-pyrrol-2-yl)methylene]-2H-indol-2-one). As a reaction SMILES: [CH3:1][N:2]([CH3:17])[CH2:3][CH2:4][CH2:5][O:6][C:7]1[CH:12]=[CH:11][C:10]([CH:13]([OH:16])[C:14]#[CH:15])=[CH:9][CH:8]=1.I[C:19]1[CH:27]=[CH:26][CH:25]=[C:24]2[C:20]=1/[C:21](=[CH:29]/[C:30]1[NH:31][CH:32]=[CH:33][C:34]=1[O:35][CH3:36])/[C:22](=[O:28])[NH:23]2>Cl[Pd](Cl)([P](C1C=CC=CC=1)(C1C=CC=CC=1)C1C=CC=CC=1)[P](C1C=CC=CC=1)(C1C=CC=CC=1)C1C=CC=CC=1.[Cu]I.CN(C=O)C.CCN(CC)CC>[CH3:17][N:2]([CH3:1])[CH2:3][CH2:4][CH2:5][O:6][C:7]1[CH:8]=[CH:9][C:10]([CH:13]([OH:16])[C:14]#[C:15][C:19]2[CH:27]=[CH:26][CH:25]=[C:24]3[C:20]=2/[C:21](=[CH:29]/[C:30]2[NH:31][CH:32]=[CH:33][C:34]=2[O:35][CH3:36])/[C:22](=[O:28])[NH:23]3)=[CH:11][CH:12]=1 |^1:39,58|. Procedure: Using Method C above, 3-[4-(3-dimethylaminopropoxy)-phenyl]-3-hydroxy-1-propyne (201 mg, 0.86 mmol) (from Example 22 above) was coupled to (Z)-1,3-dihydro-4-iodo-3-[(3-methoxy-1H-pyrrol-2-yl)methylene]-2H-indol-2-one (Starting Material 2) (146 mg, 0.4 mmol) using (Ph3P)2PdCl2 (34 mg) (Aldrich) and CuI (15 mg) (Aldrich) as catalyst in DMF (3 mL) and Et3N (3 mL) as solvent at 70° C. for 16 h, to yield rac-(Z)-1,3-dihydro-4-[3-[4-(3-dimethylaminopropoxy)-phenyl]-3-hydroxy-1-propynyl]-3-[(3-methoxy-... Starting materials: N[C@H](C(=O)O)CC ((S)-amino butyric acid), S(=O)(Cl)Cl (thionyl chloride), CO (methanol). Run at temperature 2.5 celsius. The product is Cl.N[C@H](C(=O)OC)CC (methyl (S)-aminobutyrate hydrochloride). Reaction SMILES: [NH2:1][C@@H:2]([CH2:6][CH3:7])[C:3]([OH:5])=[O:4].S(Cl)([Cl:10])=O.[CH3:12]O>>[ClH:10].[NH2:1][C@@H:2]([CH2:6][CH3:7])[C:3]([O:5][CH3:12])=[O:4] |f:3.4|. Procedure: 5.0 g of (S)-amino butyric acid (23) was suspended in 50 ml of methanol and stirred at 0-5° C. 6.35 g of thionyl chloride was added dropwise over 45 min to form a clear solution. After stirring for 20 hours at room temperature, the reaction was concentrated under reduced pressure to dryness and the almost colourless residue solidified to give the required product which was dried in an oven at 50° C. under vacuum (7.6 g; 102% crude yield). The same reaction was scaled-up from 200 g of the amino a... The reactants are C(C1=CC=CC=C1)OC1=CC=C(OCCBr)C=C1 (2-(4-benzyloxyphenoxy)ethyl bromide), Cl.FC1=C(CC2CCNCC2)C(=CC=C1)F (4-(2,6-difluorobenzyl)piperidine hydrochloride), C([O-])([O-])=O.[K+].[K+] (potassium carbonate), solid. The product is Cl.OC1=CC=C(OCCN2CCC(CC2)CC2=C(C=CC=C2F)F)C=C1 (1-[2-(4-Hydroxyphenoxy)ethyl]-4-(2,6-difluorobenzyl)piperidine hydrochloride). RXN SMILES: C([O:8][C:9]1[CH:18]=[CH:17][C:12]([O:13][CH2:14][CH2:15]Br)=[CH:11][CH:10]=1)C1C=CC=CC=1.[ClH:19].[F:20][C:21]1[CH:33]=[CH:32][CH:31]=[C:30]([F:34])[C:22]=1[CH2:23][CH:24]1[CH2:29][CH2:28][NH:27][CH2:26][CH2:25]1.C(=O)([O-])[O-].[K+].[K+]>>[ClH:19].[OH:8][C:9]1[CH:10]=[CH:11][C:12]([O:13][CH2:14][CH2:15][N:27]2[CH2:26][CH2:25][CH:24]([CH2:23][C:22]3[C:21]([F:20])=[CH:33][CH:32]=[CH:31][C:30]=3[F:34])[CH2:29][CH2:28]2)=[CH:17][CH:18]=1 |f:1.2,3.4.5,6.7|. Procedure: The title compound was prepared from 2-(4-benzyloxyphenoxy)ethyl bromide (0.393 g, 1.28 mmol), 4-(2,6-difluorobenzyl)piperidine hydrochloride (0.317 g, 1.28 mmol) and potassium carbonate (0.444 g, 3.2 mmol) in two steps as off white solid (0.240 g). mp 198-200° C. 1H NMR (CD3OD) 1.595 (m, 2 H), 1.906 (m, 3 H), 2.705 (d, J=5.7 Hz, 2 H), 3.029 (t, J=12.3 Hz, 2 H), 3.303 (m, 2 H), 3.629 (d, J=12.6 Hz, 2 H), 4.238 (t, J=4.5 Hz, 2 H), 6.702 (d, J=9.0 Hz, 2 H), 6.825 (d, J=9.0 Hz, 2 H), 6.953 (m, 2 H)...